Dataset: the Open Reaction Database (ORD), a public repository of structured organic reaction records. Task: describe an organic reaction: reactants, conditions, products, and yield The reactants are C(C)(=O)O[C@@H]1[C@H](OC[C@@H]([C@H]1OC(C)=O)OC(C)=O)N=[N+]=[N-] (2,3,4-tri-O-acetyl-β-L-xylopyranosyl azide), [H][H] (hydrogen). As a reaction SMILES: [C:1]([O:4][C@H:5]1[C@H:10]([O:11][C:12](=[O:14])[CH3:13])[C@@H:9]([O:15][C:16](=[O:18])[CH3:17])[CH2:8][O:7][C@@H:6]1[N:19]=[N+]=[N-])(=[O:3])[CH3:2].[H][H]>CO.[C].[Pd]>[C:1]([O:4][C@H:5]1[C@H:10]([O:11][C:12](=[O:14])[CH3:13])[C@@H:9]([O:15][C:16](=[O:18])[CH3:17])[CH2:8][O:7][C@@H:6]1[NH2:19])(=[O:3])[CH3:2] |f:3.4|. Procedure details: 997.2 mg (3.31 mmol) of 2,3,4-tri-O-acetyl-β-L-xylopyranosyl azide was dissolved in 30 ml of methanol, and the solution was allowed to react at 45° to 50° C. for 2 hours in a hydrogen gas stream in the presence of 300 mg of 5% palladium carbon catalyst. The reaction solution was then filtered and the filtrate concentrated under reduced pressure. The residue was dissolved in 60 ml of pyridine, and 10 ml of acetic anhydride was added. The mixture was allowed to react at room temperature for 4 hour... Yield: 29.6%. Product: C(C)(=O)O[C@@H]1[C@H](OC[C@@H]([C@H]1OC(C)=O)OC(C)=O)N (2,3,4-tri-O-acetyl-β-L-xylopyranosylamine). The reagents and catalysts are [C].[Pd] (palladium carbon). Run in CO (methanol).